This data is from the Open Reaction Database (ORD), a public repository of structured organic reaction records. The task is: describe an organic reaction: reactants, conditions, products, and yield Starting materials: COC(=O)C=1OC(=CN1)C12CCCN(CC1)C2 ((±)5-(2-methoxycarbonyl-1,3-oxazol-5-yl)-1-azabicyclo[3.2.1]octane), 1h, [H-].C(C(C)C)[Al+]CC(C)C (diisobutylaluminium hydride), solution, [H-].C(C(C)C)[Al+]CC(C)C (diisobutylaluminium hydride). Run in C1(=CC=CC=C1)C (toluene), C1(=CC=CC=C1)C (toluene). Conditions: time 1 hour. Yields the product OCC=1OC(=CN1)C12CCCN(CC1)C2 ((±)5-(2-Hydroxymethyl-1,3-oxazol-5-yl)-1-azabicyclo [3.2.1]octane), gum. The yield is 55.0%. RXN SMILES: C[O:2][C:3]([C:5]1[O:6][C:7]([C:10]23[CH2:17][N:14]([CH2:15][CH2:16]2)[CH2:13][CH2:12][CH2:11]3)=[CH:8][N:9]=1)=O.[H-].C([Al+]CC(C)C)C(C)C>C1(C)C=CC=CC=1>[OH:2][CH2:3][C:5]1[O:6][C:7]([C:10]23[CH2:17][N:14]([CH2:15][CH2:16]2)[CH2:13][CH2:12][CH2:11]3)=[CH:8][N:9]=1 |f:1.2|. Procedure details: A solution of (±)5-(2-methoxycarbonyl-1,3-oxazol-5-yl)-1-azabicyclo[3.2.1]octane (E9) (0.2g, 0.8 mmole) in dry toluene (12 ml), cooled in ice, under nitrogen, was treated with diisobutylaluminium hydride (1.04 ml of a 1.5M solution in toluene, 1.6 mmole) over 15 min. The reaction was allowed to warm up to room temperature over 1h, then more diisobutylaluminium hydride (1.6 mmole) was added and the reaction left for a further 1h. After quenching with methanol (8 ml) and 10% sodium hydroxide solut... Reactants: O=C([O-])[O-], COc1ccc2c(c1)CCNC2, CN(C)C=O, ClCc1ccc(-c2ccccc2)cc1, Cl, [K+], [K+]. Yields the product COc1ccc2c(c1)CCN(Cc1ccc(-c3ccccc3)cc1)C2. As a reaction SMILES: [C:28](=[O:29])([O-:30])[O-:31].[CH3:2][O:3][c:4]1[cH:5][c:6]2[c:11]([cH:12][cH:13]1)[CH2:10][NH:9][CH2:8][CH2:7]2.[CH3:34][N:35]([CH3:36])[CH:37]=[O:38].[Cl:14][CH2:15][c:16]1[cH:17][cH:18][c:19](-[c:22]2[cH:23][cH:24][cH:25][cH:26][cH:27]2)[cH:20][cH:21]1.[ClH:1].[K+:32].[K+:33]>>[CH3:2][O:3][c:4]1[cH:5][c:6]2[c:11]([cH:12][cH:13]1)[CH2:10][N:9]([CH2:15][c:16]1[cH:17][cH:18][c:19](-[c:22]3[cH:23][cH:24][cH:25][cH:26][cH:27]3)[cH:20][cH:21]1)[CH2:8][CH2:7]2. Reactants: BrC=1C=C(C=C2C=CNC12)N1N=NN=C1C(F)(F)F (7-bromo-5-(5-trifluoromethyl-tetrazol-1-yl)-1H-indole), [H-].[Na+] (sodium hydride), IC (iodomethane). Solvent: C(C)OCC (diethyl ether), CN(C)C=O (DMF). Reaction conditions: time 2 hour. The product is BrC=1C=C(C=C2C=CN(C12)C)N1N=NN=C1C(F)(F)F (7-Bromo-5-(5-trifluoromethyl-tetrazol-1-yl)-1-methyindole). Reaction SMILES: [Br:1][C:2]1[CH:3]=[C:4]([N:11]2[C:15]([C:16]([F:19])([F:18])[F:17])=[N:14][N:13]=[N:12]2)[CH:5]=[C:6]2[C:10]=1[NH:9][CH:8]=[CH:7]2.[H-].[Na+].I[CH3:23]>CN(C=O)C.C(OCC)C>[Br:1][C:2]1[CH:3]=[C:4]([N:11]2[C:15]([C:16]([F:19])([F:17])[F:18])=[N:14][N:13]=[N:12]2)[CH:5]=[C:6]2[C:10]=1[N:9]([CH3:23])[CH:8]=[CH:7]2 |f:1.2|. Procedure: To a solution of 7-bromo-5-(5-trifluoromethyl-tetrazol-1-yl)-1H-indole (115 mg, 0.346 mmol) in DMF (2 mL) was added sodium hydride (80% dispersion in mineral oil) (12 mg, 0.417 mmol). After gas evolution ceased, iodomethane (33 μL, 0.530 mmol) was added, and the mixture was stirred for 2 hours at room temperature. The mixture was diluted with diethyl ether, washed with water, 2N hydrochloric acid, saturated sodium hydrogencarbonate solution, saturated brine solution, dried (MgSO4), and evaporate... Reactants: ClC1=CC=C(CC(CC2=CC=C(C=C2)Cl)N(C(C=C2OC(OC2=O)(C)C)=O)C)C=C1 (N-[1-(4-Chloro-benzyl)-2-(4-chloro-phenyl)-ethyl]-2-(2,2-dimethyl-5-oxo-[1,3]dioxolan-4-ylidene)-N-methyl-acetamide), Compound 44, C=O (paraformaldehyde), CN (methylamine), CO (methanol). Yields the product ClC1=CC=C(CC(CC2=CC=C(C=C2)Cl)N(C(=O)C=2CN(C(C2O)=O)C)C)C=C1 (4-Hydroxy-1-methyl-5-oxo-2,5-dihydro-1H-pyrrole-3-carboxylic acid [1-(4-chloro-benzyl)-2-(4-chloro-phenyl)-ethyl]-methyl-amide). The yield is 56.0%. Reaction SMILES: [Cl:1][C:2]1[CH:30]=[CH:29][C:5]([CH2:6][CH:7]([N:16]([CH3:28])[C:17](=[O:27])[CH:18]=[C:19]2[C:23](=O)[O:22]C(C)(C)[O:20]2)[CH2:8][C:9]2[CH:14]=[CH:13][C:12]([Cl:15])=[CH:11][CH:10]=2)=[CH:4][CH:3]=1.C=O.[CH3:33][NH2:34].[CH3:35]O>>[Cl:15][C:12]1[CH:11]=[CH:10][C:9]([CH2:8][CH:7]([N:16]([CH3:28])[C:17]([C:18]2[CH2:33][N:34]([CH3:35])[C:23](=[O:22])[C:19]=2[OH:20])=[O:27])[CH2:6][C:5]2[CH:4]=[CH:3][C:2]([Cl:1])=[CH:30][CH:29]=2)=[CH:14][CH:13]=1. Procedure: N-[1-(4-Chloro-benzyl)-2-(4-chloro-phenyl)-ethyl]-2-(2,2-dimethyl-5-oxo-[1,3]dioxolan-4-ylidene)-N-methyl-acetamide, prepared using the methods described in the previous examples, was treated in methanol with paraformaldehyde and methylamine as described in the preparation of Compound 44, Method 44B, to give the title compound as white crystals (56% yield); mp 152–154° C. 1HNMR 400 MHz (DMSO-d6) δ (ppm): mixture of rotamers: 2.7–3.0 (4H, m, CH2), 2.84 (3H, s, NCH3), 2.9 (3H, broad s, NCH3), 3.4 ...